Dataset: the Open Reaction Database (ORD), a public repository of structured organic reaction records. Task: describe an organic reaction: reactants, conditions, products, and yield Starting materials: BrC1=C(C(=C2N1CCN(C2=O)C)OC)C(=O)OCC (ethyl 6-bromo-8-methoxy-2-methyl-1-oxo-1,2,3,4-tetrahydropyrrolo[1,2-a]-pyrazine-7-carboxylate), [Li]CCCC (n-BuLi), CCCCCC (hexane), resultant mixture, N1=C(C=NC=C1)C(=O)OC (methyl pyrazine-2-carboxylate), Cl (hydrochloric acid). Solvent: C1CCOC1 (THF). Product: COC=1C(=C(N2C1C(N(CC2)C)=O)C(=O)C2=NC=CN=C2)C(=O)OCC (Ethyl 8-methoxy-2-methyl-1-oxo-6-(pyrazin-2-ylcarbonyl)-1,2,3,4-tetrahydropyrrolo[1,2-a]-pyrazine-7-carboxylate). Reaction SMILES: Br[C:2]1[N:6]2[CH2:7][CH2:8][N:9]([CH3:12])[C:10](=[O:11])[C:5]2=[C:4]([O:13][CH3:14])[C:3]=1[C:15]([O:17][CH2:18][CH3:19])=[O:16].[Li]CCCC.CCCCCC.[N:31]1[CH:36]=[CH:35][N:34]=[CH:33][C:32]=1[C:37](OC)=[O:38].Cl>C1COCC1>[CH3:14][O:13][C:4]1[C:3]([C:15]([O:17][CH2:18][CH3:19])=[O:16])=[C:2]([C:37]([C:32]2[CH:33]=[N:34][CH:35]=[CH:36][N:31]=2)=[O:38])[N:6]2[CH2:7][CH2:8][N:9]([CH3:12])[C:10](=[O:11])[C:5]=12. Procedure details: To a cold (−78° C.) solution of ethyl 6-bromo-8-methoxy-2-methyl-1-oxo-1,2,3,4-tetrahydropyrrolo[1,2-a]-pyrazine-7-carboxylate (0.5 g, 1.51 mmol; Example 7, steps 1 to 6, substituting benzyl bromide with iodomethane in step 5) in anhydrous THF (15 mL) under an atmosphere of dry nitrogen, a solution of n-BuLi in hexane (1.81 mL, 1.81 mmol, 1 M) was added. The resultant mixture was stirred at −78° C. for 15 minutes, and treated with methyl pyrazine-2-carboxylate (0.21 g, 1.51 mmol). The reaction m... Reactants: ClC=1C=CC(=C(C1)NC(NCC(=O)N)=S)C (2-[3-(5-chloro-2-methylphenyl)-thioureido]-acetamide), C(C1=CC=CC=C1)Cl (benzyl chloride). Solvent: C(C)O (ethanol). Product: C(C1=CC=CC=C1)SC1=NCC(N1C1=C(C=CC(=C1)Cl)C)=O (2-Benzylsulfanyl-3-(5-chloro-2-methylphenyl)-3.5-dihydro-imidazol-4-one). Isolated yield 53.7%. As a reaction SMILES: [Cl:1][C:2]1[CH:3]=[CH:4][C:5]([CH3:16])=[C:6]([NH:8][C:9](=[S:15])[NH:10][CH2:11][C:12](N)=[O:13])[CH:7]=1.[CH2:17](Cl)[C:18]1[CH:23]=[CH:22][CH:21]=[CH:20][CH:19]=1>C(O)C>[CH2:17]([S:15][C:9]1[N:8]([C:6]2[CH:7]=[C:2]([Cl:1])[CH:3]=[CH:4][C:5]=2[CH3:16])[C:12](=[O:13])[CH2:11][N:10]=1)[C:18]1[CH:23]=[CH:22][CH:21]=[CH:20][CH:19]=1. Procedure: A mixture of 2-[3-(5-chloro-2-methylphenyl)-thioureido]-acetamide (20.6 g), benzyl chloride (25.0 g), and ethanol (350 mL) was heated at reflux for 2.5 hours. The insolubles were removed by filtration and discarded. The filtrate was concentrated to one-half volume. Diethyl ether (300 mL) was added. The precipitated solid was separated by filtration and discarded. The filtrate was evaporated to dryness. The residue was dissolved in chloroform (300 mL) and washed with water. The organic phase was ... The reactants are CN1CN2C(=C(C3=CC=CC=C23)C(=O)C2=CC=C(C(=O)OC)C=C2)CC1 (methyl 4-(2-methyl-1,2,3,4-tetrahydropyrimido[1,6-a]indole-5-carbonyl)benzoate), [OH-].[Na+] (NaOH), P(=O)([O-])([O-])[O-].[K+].[K+].[K+] (potassium phosphate). Solvent: CO (MeOH), C1CCOC1 (THF), O (water). Reaction conditions: time 0.5 hour. The product is CN1CN2C(=C(C3=CC=CC=C23)C(=O)C2=CC=C(C(=O)O)C=C2)CC1 (4-(2-methyl-1,2,3,4-tetrahydropyrimido[1,6-a]indole-5-carbonyl)benzoic acid). As a reaction SMILES: [CH3:1][N:2]1[CH2:26][CH2:25][C:5]2=[C:6]([C:13]([C:15]3[CH:24]=[CH:23][C:18]([C:19]([O:21]C)=[O:20])=[CH:17][CH:16]=3)=[O:14])[C:7]3[C:12]([N:4]2[CH2:3]1)=[CH:11][CH:10]=[CH:9][CH:8]=3.[OH-].[Na+].P([O-])([O-])([O-])=O.[K+].[K+].[K+]>CO.C1COCC1.O>[CH3:1][N:2]1[CH2:26][CH2:25][C:5]2=[C:6]([C:13]([C:15]3[CH:24]=[CH:23][C:18]([C:19]([OH:21])=[O:20])=[CH:17][CH:16]=3)=[O:14])[C:7]3[C:12]([N:4]2[CH2:3]1)=[CH:11][CH:10]=[CH:9][CH:8]=3 |f:1.2,3.4.5.6|. Procedure: To a solution of methyl 4-(2-methyl-1,2,3,4-tetrahydropyrimido[1,6-a]indole-5-carbonyl)benzoate (80 mg) in 1 mL of MeOH, 2 mL of THF and 1 mL of water was added 0.2 mL of 2N NaOH. After stirring for 0.5 h, the reaction mixture was treated with 5 mL of pH7 potassium phosphate buffer, extracted with 4×20 mL of EtOAc. The combined extracts were dried over Na2SO4, filtered, and concentrated to give the crude title compound which was used for the next step without further purification. Starting materials: ClCCl, OCCC(c1ccc(F)cc1)c1ccc(F)cc1, O=S(Cl)Cl. Product: Fc1ccc(C(CCCl)c2ccc(F)cc2)cc1. As a reaction SMILES: [Cl:23][CH2:24][Cl:25].[F:1][c:2]1[cH:3][cH:4][c:5]([CH:8]([CH2:9][CH2:10][OH:11])[c:12]2[cH:13][cH:14][c:15]([F:18])[cH:16][cH:17]2)[cH:6][cH:7]1.[S:19]([Cl:20])([Cl:21])=[O:22]>>[F:1][c:2]1[cH:3][cH:4][c:5]([CH:8]([CH2:9][CH2:10][Cl:21])[c:12]2[cH:13][cH:14][c:15]([F:18])[cH:16][cH:17]2)[cH:6][cH:7]1. As a reaction SMILES: C(NC([N:6]1[C:14]2[C:9](=[CH:10][CH:11]=[C:12]([O:19][C:20](=O)C)[C:13]=2[CH2:15][CH:16]2C[O:17]2)[CH:8]=[N:7]1)=O)C.C(=O)([O-])[O-].[K+].[K+].O.Cl>CO>[NH:6]1[C:14]2[C:9](=[CH:10][CH:11]=[C:12]3[O:19][CH2:20][CH:16]([OH:17])[CH2:15][C:13]3=2)[CH:8]=[N:7]1 |f:1.2.3|. Starting materials: C(C)NC(=O)N1N=CC2=CC=C(C(=C12)CC1OC1)OC(C)=O (Acetic acid 1-ethylcarbamoyl-7-oxiranylmethyl-1H-indazol-6-yl ester), C([O-])([O-])=O.[K+].[K+] (potassium carbonate), Cl (HCl), O (Water). Solvent: CO (methanol). Conditions: time 18 hour. Procedure: To a solution of the product of Step E (1.44 g, 4.75 mmol) in methanol (100 mL) was added saturated aqueous potassium carbonate (10 mL) and the mixture stirred for 18 h at ambient temperature. Water (200 mL) was added to the reaction mixture and the pH adjusted to 7 with conc HCl followed by extraction ethyl acetate (5×100 mL). The combined extracts were dried (MgSO4) and evaporated to tan solid (0.84 g, 93%): 1H NMR (DMSO-d6) δ 12.77 (s, 1H), 7.94 (s, 1H), 7.49 (d, J=6.0 Hz, 1H), 6.66 (d, J=6.0... The product is N1N=CC2=CC=C3C(=C12)CC(CO3)O (1,7,8,9-Tetrahydro-pyrano[2,3-g]indazol-8-ol).